Task: describe an organic reaction: reactants, conditions, products, and yield. Dataset: the Open Reaction Database (ORD), a public repository of structured organic reaction records The reactants are BrC1=CC(=CC2=C1OC(OC2)(C)C)Cl (8-bromo-6-chloro-2,2-dimethyl-4H-1,3-benzodioxin), CC1=C(N=CN1C(C1=CC=CC=C1)(C1=CC=CC=C1)C1=CC=CC=C1)C=O (5-methyl-1-triphenylmethyl-1H-imidazole-4-carboxaldehyde), organomagnesium. Product: ClC1=CC2=C(OC(OC2)(C)C)C(=C1)C(O)C=1N=CN(C1C)C(C1=CC=CC=C1)(C1=CC=CC=C1)C1=CC=CC=C1 (alpha-(6-Chloro-2,2-dimethyl-4H-1,3-benzodioxin-8-yl)-5-methyl-1-triphenylmethyl-1H-imidazole-4-methanol). Yield: 50.0%. RXN SMILES: Br[C:2]1[C:7]2[O:8][C:9]([CH3:13])([CH3:12])[O:10][CH2:11][C:6]=2[CH:5]=[C:4]([Cl:14])[CH:3]=1.[CH3:15][C:16]1[N:20]([C:21]([C:34]2[CH:39]=[CH:38][CH:37]=[CH:36][CH:35]=2)([C:28]2[CH:33]=[CH:32][CH:31]=[CH:30][CH:29]=2)[C:22]2[CH:27]=[CH:26][CH:25]=[CH:24][CH:23]=2)[CH:19]=[N:18][C:17]=1[CH:40]=[O:41]>>[Cl:14][C:4]1[CH:3]=[C:2]([CH:40]([C:17]2[N:18]=[CH:19][N:20]([C:21]([C:22]3[CH:27]=[CH:26][CH:25]=[CH:24][CH:23]=3)([C:28]3[CH:29]=[CH:30][CH:31]=[CH:32][CH:33]=3)[C:34]3[CH:39]=[CH:38][CH:37]=[CH:36][CH:35]=3)[C:16]=2[CH3:15])[OH:41])[C:7]2[O:8][C:9]([CH3:13])([CH3:12])[O:10][CH2:11][C:6]=2[CH:5]=1. Procedure: Starting from 8-bromo-6-chloro-2,2-dimethyl-4H-1,3-benzodioxin and 5-methyl-1-triphenylmethyl-1H-imidazole-4-carboxaldehyde. The addition of the organomagnesium compound is carried out at 0° C. Yield: 50% of theory; The reactants are N1(CCCCC1)C1=CC(C(C2=C1OC1=C2C=CC=C1)=O)=O (4-Piperidinodibenzofuran-1,2-dione), Cl.NO (hydroxylamine hydrochloride), N1CCCCC1 (piperidine). Solvent: CO (methanol). Yields the product OC1=C(C2=C(OC3=C2C=CC=C3)C(=C1)N1CCCCC1)N=O (2-hydroxy-1-nitroso-4-piperidinodibenzofuran). RXN SMILES: [N:1]1([C:7]2[C:12]3[O:13][C:14]4[CH:19]=[CH:18][CH:17]=[CH:16][C:15]=4[C:11]=3[C:10](=O)[C:9](=[O:21])[CH:8]=2)[CH2:6][CH2:5][CH2:4][CH2:3][CH2:2]1.Cl.[NH2:23][OH:24].N1CCCCC1>CO>[OH:21][C:9]1[CH:8]=[C:7]([N:1]2[CH2:6][CH2:5][CH2:4][CH2:3][CH2:2]2)[C:12]2[O:13][C:14]3[CH:19]=[CH:18][CH:17]=[CH:16][C:15]=3[C:11]=2[C:10]=1[N:23]=[O:24] |f:1.2|. Reported procedure: 4-Piperidinodibenzofuran-1,2-dione (18.4; 0.062 mol) was added in one portion to a vigorously stirred solution of hydroxylamine hydrochloride (22.9 g; 0.33 mol) and piperidine (28 g; 0.33 mol) in methanol (230 ml) at room temperature. After 1.75 hours the mixture was filtered and the resulting solid washed with water and dried to yield 2-hydroxy-1-nitroso-4-piperidinodibenzofuran as a red-brown solid (3.48 g; 19%), m.pt. 181°-185° C. (decomp 207° C.). ##STR12## Starting materials: COc1cccc(C(O)CC2CCCN2C)c1, CI, [H-], [Na+], CN(C)C=O, O. Yields the product COc1cccc(C(CC2CCCN2C)OC)c1. Reaction SMILES: [CH3:1][O:2][c:3]1[cH:4][c:5]([CH:9]([CH2:10][CH:11]2[N:12]([CH3:16])[CH2:13][CH2:14][CH2:15]2)[OH:17])[cH:6][cH:7][cH:8]1.[CH3:20][I:21].[H-:18].[Na+:19].[O:23]=[CH:24][N:25]([CH3:26])[CH3:27].[OH2:22]>>[CH3:1][O:2][c:3]1[cH:4][c:5]([CH:9]([CH2:10][CH:11]2[N:12]([CH3:16])[CH2:13][CH2:14][CH2:15]2)[O:17][CH3:20])[cH:6][cH:7][cH:8]1. Yields the product C(C)(C)C=1C(=CC(=C(C1)C=1N(C(=NN1)NC=1C=C2C=CC=NC2=CC1)C=1C=C2C=CN(C2=CC1)C)OC)OC (N-(5-(5-isopropyl-2,4-dimethoxyphenyl)-4-(1-methyl-1H-indol-5-yl)-4H-1,2,4-triazol-3-yl)quinolin-6-amine). Yield: 87.9%. Reported procedure: A tube was charged with 5-(2,4-bismethoxy-5-isopropylphenyl)-4-(1-methyl-1H-indol-5-yl)-4H-1,2,4-triazol-3-amine (0.25 mmol, 100 mg.), 6-bromoquinoline (0.5 mmol, 100 mg.), tris(dibenzylideneacetone) dipalladium(0), (10 mol %), cesium carbonate (1 mmol, 326 mg.), Xantphos (20 mol %), and dioxane (2 mL). The reaction is place under an atmosphere of nitrogen, and heated to 95° C. for 16 hours. The crude mixture is run directly down a silica gel column for purification, giving N-(5-(5-isopropyl-2,4... The solvent is O1CCOCC1 (dioxane). The reactants are COC1=C(C=C(C(=C1)OC)C(C)C)C=1N(C(=NN1)N)C=1C=C2C=CN(C2=CC1)C (5-(2,4-bismethoxy-5-isopropylphenyl)-4-(1-methyl-1H-indol-5-yl)-4H-1,2,4-triazol-3-amine), BrC=1C=C2C=CC=NC2=CC1 (6-bromoquinoline), C([O-])([O-])=O.[Cs+].[Cs+] (cesium carbonate), CC1(C2=C(C(=CC=C2)P(C3=CC=CC=C3)C4=CC=CC=C4)OC5=C(C=CC=C51)P(C6=CC=CC=C6)C7=CC=CC=C7)C (Xantphos). Conditions: temperature 95 celsius. The reagents and catalysts are [Pd].[Pd].C(C1=CC=CC=C1)=CC(=O)C=CC1=CC=CC=C1.C(C1=CC=CC=C1)=CC(=O)C=CC1=CC=CC=C1.C(C1=CC=CC=C1)=CC(=O)C=CC1=CC=CC=C1 (tris(dibenzylideneacetone) dipalladium(0)). As a reaction SMILES: [CH3:1][O:2][C:3]1[CH:8]=[C:7]([O:9][CH3:10])[C:6]([CH:11]([CH3:13])[CH3:12])=[CH:5][C:4]=1[C:14]1[N:15]([C:20]2[CH:21]=[C:22]3[C:26](=[CH:27][CH:28]=2)[N:25]([CH3:29])[CH:24]=[CH:23]3)[C:16]([NH2:19])=[N:17][N:18]=1.Br[C:31]1[CH:32]=[C:33]2[C:38](=[CH:39][CH:40]=1)[N:37]=[CH:36][CH:35]=[CH:34]2.C(=O)([O-])[O-].[Cs+].[Cs+].CC1(C)C2C(=C(P(C3C=CC=CC=3)C3C=CC=CC=3)C=CC=2)OC2C(P(C3C=CC=CC=3)C3C=CC=CC=3)=CC=CC1=2>[Pd].[Pd].C(=CC(C=CC1C=CC=CC=1)=O)C1C=CC=CC=1.C(=CC(C=CC1C=CC=CC=1)=O)C1C=CC=CC=1.C(=CC(C=CC1C=CC=CC=1)=O)C1C=CC=CC=1.O1CCOCC1>[CH:11]([C:6]1[C:7]([O:9][CH3:10])=[CH:8][C:3]([O:2][CH3:1])=[C:4]([C:14]2[N:15]([C:20]3[CH:21]=[C:22]4[C:26](=[CH:27][CH:28]=3)[N:25]([CH3:29])[CH:24]=[CH:23]4)[C:16]([NH:19][C:31]3[CH:32]=[C:33]4[C:38](=[CH:39][CH:40]=3)[N:37]=[CH:36][CH:35]=[CH:34]4)=[N:17][N:18]=2)[CH:5]=1)([CH3:13])[CH3:12] |f:2.3.4,6.7.8.9.10|. The reactants are Cl.NCCC1=CC=C(C=C1)C(=CCC(=O)OCC)C (ethyl γ-[4-(2-aminoethyl)-phenyl]-but-2-ene-carboxylate hydrochloride), ClC=1C=CC(=C(C(=O)Cl)C1)OC (5-chloro-2-methoxybenzoyl chloride). Product: ClC=1C=CC(=C(C(=O)NCCC2=CC=C(C=C2)C(=CCC(=O)O)C)C1)OC (γ-{4-[2-(5-chloro-2-methoxybenzamido)-ethyl]-phenyl}-but-2-ene-carboxylic acid). RXN SMILES: Cl.[NH2:2][CH2:3][CH2:4][C:5]1[CH:10]=[CH:9][C:8]([C:11]([CH3:19])=[CH:12][CH2:13][C:14]([O:16]CC)=[O:15])=[CH:7][CH:6]=1.[Cl:20][C:21]1[CH:22]=[CH:23][C:24]([O:30][CH3:31])=[C:25]([CH:29]=1)[C:26](Cl)=[O:27]>>[Cl:20][C:21]1[CH:22]=[CH:23][C:24]([O:30][CH3:31])=[C:25]([CH:29]=1)[C:26]([NH:2][CH2:3][CH2:4][C:5]1[CH:6]=[CH:7][C:8]([C:11]([CH3:19])=[CH:12][CH2:13][C:14]([OH:16])=[O:15])=[CH:9][CH:10]=1)=[O:27] |f:0.1|. Reported procedure: By the reaction of ethyl γ-[4-(2-aminoethyl)-phenyl]-but-2-ene-carboxylate hydrochloride with 5-chloro-2-methoxybenzoyl chloride, there is obtained γ-{4-[2-(5-chloro-2-methoxybenzamido)-ethyl]-phenyl}-but-2-ene-carboxylic acid; m.p. 180°-183° C., after reprecipitation. Reactants: O=C([O-])[O-], CC(=O)OC(F)(F)Cl, CN(C)C=O, [Cs+], [Cs+], CC(c1ccc(-c2cccnc2O)cc1)N1C(=O)c2ccccc2C1=O. The product is CC(c1ccc(-c2cccnc2OC(F)F)cc1)N1C(=O)c2ccccc2C1=O. As a reaction SMILES: [C:27](=[O:28])([O-:29])[O-:30].[C:33]([O:34][C:37]([Cl:35])([F:38])[F:39])(=[O:36])[CH3:40].[CH3:41][N:42]([CH3:43])[CH:44]=[O:45].[Cs+:31].[Cs+:32].[OH:1][c:2]1[n:3][cH:4][cH:5][cH:6][c:7]1-[c:8]1[cH:9][cH:10][c:11]([CH:14]([CH3:15])[N:16]2[C:17](=[O:26])[c:18]3[cH:19][cH:20][cH:21][cH:22][c:23]3[C:24]2=[O:25])[cH:12][cH:13]1>>[O:1]([c:2]1[n:3][cH:4][cH:5][cH:6][c:7]1-[c:8]1[cH:9][cH:10][c:11]([CH:14]([CH3:15])[N:16]2[C:17](=[O:26])[c:18]3[cH:19][cH:20][cH:21][cH:22][c:23]3[C:24]2=[O:25])[cH:12][cH:13]1)[CH:37]([F:38])[F:39]. Reaction conditions: time 5 minute. The product is NC1=CC=C(C=CNC(C2=CC=CC=C2)=N)C=C1 (N-(4-aminostyryl)benzamidine). The yield is 86.0%. Run in CO (methanol). Reported procedure: A nitrogen atmosphere is employed throughout the reaction. A solution of sodium borohydride (3.8 g., 0.1 mole) in 10 ml. of water is added to a suspension of about 200 mg. of 10% palladium on carbon in 10 ml. of water. After 5 min., 200 ml. of methanol is added followed by portion-wise addition of finely powdered N-(4-nitrostyryl)benzamidine (8.0 g., 0.03 mole) over a period of 5 min. During the addition, the mixture refluxes and continues to boil for about 5-10 min. thereafter. The reaction mix... Starting materials: [BH4-].[Na+] (sodium borohydride), [N+](=O)([O-])C1=CC=C(C=CNC(C2=CC=CC=C2)=N)C=C1 (N-(4-nitrostyryl)benzamidine), O (water), O (water). The reagents and catalysts are [Pd] (palladium on carbon). As a reaction SMILES: [BH4-].[Na+].O.[N+:4]([C:7]1[CH:23]=[CH:22][C:10]([CH:11]=[CH:12][NH:13][C:14](=[NH:21])[C:15]2[CH:20]=[CH:19][CH:18]=[CH:17][CH:16]=2)=[CH:9][CH:8]=1)([O-])=O>[Pd].CO>[NH2:4][C:7]1[CH:23]=[CH:22][C:10]([CH:11]=[CH:12][NH:13][C:14](=[NH:21])[C:15]2[CH:20]=[CH:19][CH:18]=[CH:17][CH:16]=2)=[CH:9][CH:8]=1 |f:0.1|. Starting materials: C(CC)[C@@H]1CC[C@H](CC1)CCC(C(=O)OCC)C(=O)OCC (diethyl 2-(trans-4'-propylcyclohexyl)ethylmalonate), Cl.FC=1C=C(C(=N)N)C=CC1F (3,4-difluorobenzamidine hydrochloride), N[C@@H](CCSC)C=O (Metal). Solvent: Cl (HCl), CO (methanol). Procedure: Metal sodium (0.3 g) was dissolved in anhydrous methanol (100 m(), followed by adding diethyl 2-(trans-4'-propylcyclohexyl)ethylmalonate (3.2 g) and 3,4-difluorobenzamidine hydrochloride (1.9 g) with stirring, reacting the mixture under reflux for 10 hours, thereafter cooling the reaction solution, pouring it in 6N HCl (100 ml) and ice (300 g), filtering off deposited yellow crystals, washing with water and drying crystals to obtain 4,6-dihydroxy-5-[2'-(trans-4"-propylcyclohexyl)ethyl]-2-(3,4-di... The yield is 94.2%. As a reaction SMILES: N[C@H](C=O)CCSC.[CH2:9]([C@H:12]1[CH2:17][CH2:16][C@H:15]([CH2:18][CH2:19][CH:20]([C:26]([O:28]CC)=O)[C:21]([O:23]CC)=O)[CH2:14][CH2:13]1)[CH2:10][CH3:11].Cl.[F:32][C:33]1[CH:34]=[C:35]([CH:39]=[CH:40][C:41]=1[F:42])[C:36]([NH2:38])=[NH:37]>CO.Cl>[OH:23][C:21]1[C:20]([CH2:19][CH2:18][C@H:15]2[CH2:14][CH2:13][C@H:12]([CH2:9][CH2:10][CH3:11])[CH2:17][CH2:16]2)=[C:26]([OH:28])[N:37]=[C:36]([C:35]2[CH:39]=[CH:40][C:41]([F:42])=[C:33]([F:32])[CH:34]=2)[N:38]=1 |f:2.3|. Product: OC1=NC(=NC(=C1CC[C@@H]1CC[C@H](CC1)CCC)O)C1=CC(=C(C=C1)F)F (4,6-dihydroxy-5-[2'-(trans-4"-propylcyclohexyl)ethyl]-2-(3,4-difluorophenyl)pyrimidine). Starting materials: CC1(C)OB(c2ccc(COc3cc(C(F)(F)F)nc4c(C(F)(F)F)cccc34)cc2)OC1(C)C, COC(=O)C(NS(=O)(=O)c1ccc(Br)cc1)C(C)C, COCCOC, [K+], [K+], O=C([O-])[O-], c1ccc(P(c2ccccc2)(c2ccccc2)[Pd](P(c2ccccc2)(c2ccccc2)c2ccccc2)(P(c2ccccc2)(c2ccccc2)c2ccccc2)P(c2ccccc2)(c2ccccc2)c2ccccc2)cc1. The product is COC(=O)C(NS(=O)(=O)c1ccc(-c2ccc(COc3cc(C(F)(F)F)nc4c(C(F)(F)F)cccc34)cc2)cc1)C(C)C. Reaction SMILES: [CH3:1][C:2]1([CH3:3])[C:4]([CH3:5])([CH3:6])[O:7][B:8]([c:9]2[cH:10][cH:11][c:12]([CH2:13][O:14][c:15]3[cH:16][c:17]([C:29]([F:30])([F:31])[F:32])[n:18][c:19]4[c:20]([C:25]([F:26])([F:27])[F:28])[cH:21][cH:22][cH:23][c:24]34)[cH:33][cH:34]2)[O:35]1.[CH3:36][O:37][C:38]([CH:39]([CH:40]([CH3:41])[CH3:42])[NH:43][S:44](=[O:45])(=[O:46])[c:47]1[cH:48][cH:49][c:50]([Br:53])[cH:51][cH:52]1)=[O:54].[CH3:61][O:62][CH2:63][CH2:64][O:65][CH3:66].[K+:55].[K+:56].[O-:57][C:58]([O-:59])=[O:60].[cH:67]1[cH:68][cH:69][c:70]([P:71]([Pd:72]([P:73]([c:74]2[cH:75][cH:76][cH:77][cH:78][cH:79]2)([c:80]2[cH:81][cH:82][cH:83][cH:84][cH:85]2)[c:86]2[cH:87][cH:88][cH:89][cH:90][cH:91]2)([P:92]([c:93]2[cH:94][cH:95][cH:96][cH:97][cH:98]2)([c:99]2[cH:100][cH:101][cH:102][cH:103][cH:104]2)[c:105]2[cH:106][cH:107][cH:108][cH:109][cH:110]2)[P:111]([c:112]2[cH:113][cH:114][cH:115][cH:116][cH:117]2)([c:118]2[cH:119][cH:120][cH:121][cH:122][cH:123]2)[c:124]2[cH:125][cH:126][cH:127][cH:128][cH:129]2)([c:130]2[cH:131][cH:132][cH:133][cH:134][cH:135]2)[c:136]2[cH:137][cH:138][cH:139][cH:140][cH:141]2)[cH:142][cH:143]1>>[c:9]1(-[c:50]2[cH:49][cH:48][c:47]([S:44]([NH:43][CH:39]([C:38]([O:37][CH3:36])=[O:54])[CH:40]([CH3:41])[CH3:42])(=[O:45])=[O:46])[cH:52][cH:51]2)[cH:10][cH:11][c:12]([CH2:13][O:14][c:15]2[cH:16][c:17]([C:29]([F:30])([F:31])[F:32])[n:18][c:19]3[c:20]([C:25]([F:26])([F:27])[F:28])[cH:21][cH:22][cH:23][c:24]23)[cH:33][cH:34]1.